Dataset: the Open Reaction Database (ORD), a public repository of structured organic reaction records. Task: describe an organic reaction: reactants, conditions, products, and yield The reactants are C1(=CC=CC=C1)C1=C(C=2N(C=3N1N=NN3)N=CN2)CCO (5-phenyltetrazolo[1,5-a][1,2,4]triazolo[1,5-c]pyrimidine-6-ethanol), C(C)(=O)OC(C)=O (acetic anhydride). Solvent: N1=CC=CC=C1 (pyridine). The product is C1(=CC=CC=C1)C1=C(C=2N(C=3N1N=NN3)N=CN2)CCO (5-phenyltetrazolo[1,5-a][1,2,4]triazolo[1,5-c]pyrimidine-6-ethanol), C(C)(=O)[O-] (acetate). Reaction SMILES: [C:1]1([C:7]2[N:12]3[N:13]=[N:14][N:15]=[C:11]3[N:10]3[N:16]=[CH:17][N:18]=[C:9]3[C:8]=2[CH2:19][CH2:20][OH:21])[CH:6]=[CH:5][CH:4]=[CH:3][CH:2]=1.[C:22]([O:25]C(=O)C)(=[O:24])[CH3:23]>N1C=CC=CC=1>[C:1]1([C:7]2[N:12]3[N:13]=[N:14][N:15]=[C:11]3[N:10]3[N:16]=[CH:17][N:18]=[C:9]3[C:8]=2[CH2:19][CH2:20][OH:21])[CH:2]=[CH:3][CH:4]=[CH:5][CH:6]=1.[C:22]([O-:25])(=[O:24])[CH3:23]. Procedure: To a solution containing 2.8 g of 5-phenyltetrazolo[1,5-a][1,2,4]triazolo[1,5-c]pyrimidine-6-ethanol (0.01 mole) dissolved in 15 ml of pyridine is added 1.5 ml of acetic anhydride (0.015 mole). The reaction mixture is maintained at room temperature for 48 hours and then is evaporated to dryness yielding a crude product. The crude product is chromatographed on silica gel and recrystallized from diethyl ether to yield 5-phenyltetrazolo[1,5-a][1,2,4]triazolo[1,5-c]pyrimidine-6-ethanol, acetate (est... Reactants: C#CC(O)c1cc(C(C)C)c(N(C)C)c(C(C)C)c1, I[Cu]I, O=C(O)c1ccc(I)cc1O, Cl[Pd]Cl, c1ccc(P(c2ccccc2)c2ccccc2)cc1, c1ccc(P(c2ccccc2)c2ccccc2)cc1. Product: CC(C)c1cc(C(O)C#Cc2ccc(C(=O)O)c(O)c2)cc(C(C)C)c1N(C)C. As a reaction SMILES: [CH3:12][N:13]([c:14]1[c:15]([CH:27]([CH3:28])[CH3:29])[cH:16][c:17]([CH:23]([C:24]#[CH:25])[OH:26])[cH:18][c:19]1[CH:20]([CH3:21])[CH3:22])[CH3:30].[Cu:31]([I:32])[I:33].[OH:1][c:2]1[c:3]([C:4](=[O:5])[OH:6])[cH:7][cH:8][c:9]([I:11])[cH:10]1.[Pd:34]([Cl:35])[Cl:36].[c:37]1([P:38]([c:39]2[cH:40][cH:41][cH:42][cH:43][cH:44]2)[c:45]2[cH:46][cH:47][cH:48][cH:49][cH:50]2)[cH:51][cH:52][cH:53][cH:54][cH:55]1.[c:56]1([P:57]([c:58]2[cH:59][cH:60][cH:61][cH:62][cH:63]2)[c:64]2[cH:65][cH:66][cH:67][cH:68][cH:69]2)[cH:70][cH:71][cH:72][cH:73][cH:74]1>>[OH:1][c:2]1[c:3]([C:4](=[O:5])[OH:6])[cH:7][cH:8][c:9]([C:25]#[C:24][CH:23]([c:17]2[cH:16][c:15]([CH:27]([CH3:28])[CH3:29])[c:14]([N:13]([CH3:12])[CH3:30])[c:19]([CH:20]([CH3:21])[CH3:22])[cH:18]2)[OH:26])[cH:10]1. Reactants: FC(OC1=CC=C(N)C=C1)(F)F (p-Trifluromethoxy aniline), diazonium salt, N(=O)[O-].[Na+] (sodium nitrite), starch. Solvent: OS(=O)(=O)O (H2SO4), OS(=O)(=O)O (H2SO4). Reaction conditions: temperature 0 celsius, time 2.5 hour. Yields the product FC(OC1=CC=C(C=C1)O)(F)F (p-Trifluoromethoxy Phenol). Isolated yield 70.2%. RXN SMILES: [F:1][C:2]([F:12])([F:11])[O:3][C:4]1[CH:10]=[CH:9][C:7](N)=[CH:6][CH:5]=1.N([O-])=[O:14].[Na+]>OS(O)(=O)=O>[F:1][C:2]([F:12])([F:11])[O:3][C:4]1[CH:10]=[CH:9][C:7]([OH:14])=[CH:6][CH:5]=1 |f:1.2|. Reported procedure: p-Trifluromethoxy aniline (49.60g) was added rapidly dropwise to vigorously stirred 9N aqueous H2SO4 (500 mL) at 40° C. The mixture was heated to dissolve the solid, then cooled to 0° C. To the fine white suspension, a solution of sodium nitrite (19.46 g in 50 mL of H2) was added portionwise until an immediate positive KI/starch test result was obtained. This cold solution of diazonium salt was added rapidly dropwise to 9N aqueous H2SO4 (500 mL) at 110° C. Stirring and heating was continued for ... The reactants are CSC1=NN=C(C(N1)=O)CC=1C=NC=CC1 (3-methylthio-6-(3-pyridylmethyl)-1,2,4-triazin-5-one), N(C(=N)N)C=1SC=C(N1)CSCCN (2-guanidino-4-[(2-aminoethyl)thiomethyl]thiazole). Run at temperature 140 celsius. Product: N1=CC(=CC=C1)CC=1C(NC(=NN1)NCCSCC=1N=C(SC1)NC(=N)N)=O (6-(3-pyridylmethyl)-3-[2-(2-guanidinothiazol-4-ylmethylthio)-ethylamino]-1,2,4-triazin-5-one). The yield is 19.5%. As a reaction SMILES: CS[C:3]1[NH:8][C:7](=[O:9])[C:6]([CH2:10][C:11]2[CH:12]=[N:13][CH:14]=[CH:15][CH:16]=2)=[N:5][N:4]=1.[NH:17]([C:21]1[S:22][CH:23]=[C:24]([CH2:26][S:27][CH2:28][CH2:29][NH2:30])[N:25]=1)[C:18]([NH2:20])=[NH:19]>>[N:13]1[CH:14]=[CH:15][CH:16]=[C:11]([CH2:10][C:6]2[C:7](=[O:9])[NH:8][C:3]([NH:30][CH2:29][CH2:28][S:27][CH2:26][C:24]3[N:25]=[C:21]([NH:17][C:18]([NH2:20])=[NH:19])[S:22][CH:23]=3)=[N:4][N:5]=2)[CH:12]=1. Reported procedure: A mixture of 3-methylthio-6-(3-pyridylmethyl)-1,2,4-triazin-5-one (0.23 g) and 2-guanidino-4-[(2-aminoethyl)thiomethyl]thiazole (0.23 g) was heated at 140° C. for 2 hours and then allowed to cool to room temperature. The black solid mass was triturated with a mixture of methanol (10 ml) and dimethylformamide (2 ml) and the resulting pale brown solid was filtered off. This was purified by preparative TLC using Merck Kieselgel GF 254 2 mm preparative plates in chloroform/methanol/ammonia (s.g. 0.8...